Dataset: the Open Reaction Database (ORD), a public repository of structured organic reaction records. Task: describe an organic reaction: reactants, conditions, products, and yield Starting materials: O[C@H]1CC(=O)OC1 ((S)-β-Hydroxy-γ-butyrolactone), C(=O)(C1=CC=CC=C1)Cl (BzCl). The solvent is N1=CC=CC=C1 (pyridine). Run at time 8 hour. The product is C(C1=CC=CC=C1)(=O)O[C@H]1CC(=O)OC1 ((S)-β-Benzoyloxy-γ-butyrolactone). The yield is 87.8%. As a reaction SMILES: [OH:1][C@@H:2]1[CH2:7][O:6][C:4](=[O:5])[CH2:3]1.[C:8](Cl)([C:10]1[CH:15]=[CH:14][CH:13]=[CH:12][CH:11]=1)=[O:9]>N1C=CC=CC=1>[C:8]([O:1][C@@H:2]1[CH2:7][O:6][C:4](=[O:5])[CH2:3]1)(=[O:9])[C:10]1[CH:15]=[CH:14][CH:13]=[CH:12][CH:11]=1. Reported procedure: To the solution of (S)-β-Hydroxy-γ-butyrolactone (1.0 g, 9.8 mmol) in 25 mL pyridine was added dropwise BzCl (1.4 mL, 12.2 mmol) at 0° C. The reaction mixture was warmed to room temperature and stirred overnight. The reaction was concentrated and coevaporated with toluene two times in vacuo. The residue was partitioned between H2O (15 mL) and EtOAc (40 mL). The organic layer was washed with water and brine, and concentrated in vacuo. The residue was purified by chromatography on a silica gel col... Product: CC(C)CCN1CCC(Oc2ncnc(Nc3ccc(S(C)(=O)=O)cc3)c2[N+](=O)[O-])CC1. Starting materials: [BH4-], CS(=O)(=O)c1ccc(Nc2ncnc(OC3CCNCC3)c2[N+](=O)[O-])cc1, CC(C)CC=O, CO, [Na+]. As a reaction SMILES: [BH4-:34].[CH3:1][S:2](=[O:3])(=[O:4])[c:5]1[cH:6][cH:7][c:8]([NH:11][c:12]2[n:13][cH:14][n:15][c:16]([O:21][CH:22]3[CH2:23][CH2:24][NH:25][CH2:26][CH2:27]3)[c:17]2[N+:18](=[O:19])[O-:20])[cH:9][cH:10]1.[CH3:28][CH:29]([CH2:30][CH:31]=[O:32])[CH3:33].[CH3:36][OH:37].[Na+:35]>>[CH3:1][S:2](=[O:3])(=[O:4])[c:5]1[cH:6][cH:7][c:8]([NH:11][c:12]2[n:13][cH:14][n:15][c:16]([O:21][CH:22]3[CH2:23][CH2:24][N:25]([CH2:31][CH2:30][CH:29]([CH3:28])[CH3:33])[CH2:26][CH2:27]3)[c:17]2[N+:18](=[O:19])[O-:20])[cH:9][cH:10]1. Run in C(C)(=O)OCC (ethyl acetate). Conditions: time 3 hour. Procedure details: To a solution of the above product (1) (22.6 g) in toluene (100 ml) was added methylvinyl ketone (9.6 g), and the mixture was stirred at room temperature. After 3 hours, to the reaction mixture were added sodium acetate (10 g), acetic acid (40 ml) and water (40 ml), and the mixture was heated under reflux. After 4 hours, the reaction mixture was cooled to room temperature and then ethyl acetate (100 ml) was added thereto. The mixture was washed with water (100 ml), 2 mol/l hydrochloric acid (50 ... As a reaction SMILES: [CH3:1][C:2]([CH:4]=[CH2:5])=[O:3].C([O-])(=O)C.[Na+].C(O)(=O)C.O.[C:16]1([CH3:22])[CH:21]=[CH:20][CH:19]=[CH:18][CH:17]=1>C(OCC)(=O)C>[CH:5]1[C:16]2([CH2:21][CH2:20][CH2:19][CH2:18][CH2:17]2)[CH2:22][CH2:1][C:2](=[O:3])[CH:4]=1 |f:1.2|. The product is C1=CC(CCC12CCCCC2)=O (spiro[5.5]undecen-3-one). The reactants are C(C)(=O)[O-].[Na+] (sodium acetate), C(C)(=O)O (acetic acid), O (water), product ( 1 ), CC(=O)C=C (methylvinyl ketone), C1(=CC=CC=C1)C (toluene). Starting materials: CC1C(=CC2=CC=C(C=C12)C)C(=O)O (1,6-dimethyl-indene-2-carboxylic acid), C(C)OC(C(CC1=CC=C(C=C1)C)C(C)=O)=O (α-acetyl-4-methylbenzenepropanoic acid ethyl ester), S(O)(O)(=O)=O (sulfuric acid). Product: CC1=C(CC2=CC=C(C=C12)C)C(=O)O (3,5-Dimethyl-indene-2-carboxylic acid). The yield is 59.0%. As a reaction SMILES: [CH3:1][CH:2]1[C:10]2[C:5](=[CH:6][CH:7]=[C:8]([CH3:11])[CH:9]=2)[CH:4]=[C:3]1[C:12]([OH:14])=[O:13].C(OC(=O)C(C(=O)C)CC1C=CC(C)=CC=1)C.S(=O)(=O)(O)O>>[CH3:1][C:2]1[C:10]2[C:5](=[CH:6][CH:7]=[C:8]([CH3:11])[CH:9]=2)[CH2:4][C:3]=1[C:12]([OH:14])=[O:13]. Procedure: The 1,6-dimethyl-indene-2-carboxylic acid can be prepared by the treatment of α-acetyl-4-methylbenzenepropanoic acid ethyl ester with sulfuric acid (Shadbolt, R. S., J. Chem. Soc. (C), (1970) 920). Recrystallization from ethanol, m.p. 174°-182° C. Yield 59%. Procedure: The title compound was prepared as a white solid from 5-bromo-2-methoxy-pyrimidine (Aldrich) and 1,4-dioxa-spiro[4.5]decan-8-one in ether using the procedure described in Step A of Example 1. The solvent is CCOCC (ether). The reactants are BrC=1C=NC(=NC1)OC (5-bromo-2-methoxy-pyrimidine), O1CCOC12CCC(CC2)=O (1,4-dioxa-spiro[4.5]decan-8-one). The product is COC1=NC=C(C=N1)C1(CCC2(OCCO2)CC1)O (8-(2-Methoxy-pyrimidin-5-yl)-1,4-dioxa-spiro[4.5]decan-8-ol). As a reaction SMILES: Br[C:2]1[CH:3]=[N:4][C:5]([O:8][CH3:9])=[N:6][CH:7]=1.[O:10]1[C:14]2([CH2:19][CH2:18][C:17](=[O:20])[CH2:16][CH2:15]2)[O:13][CH2:12][CH2:11]1>CCOCC>[CH3:9][O:8][C:5]1[N:4]=[CH:3][C:2]([C:17]2([OH:20])[CH2:18][CH2:19][C:14]3([O:13][CH2:12][CH2:11][O:10]3)[CH2:15][CH2:16]2)=[CH:7][N:6]=1.